From a dataset of the Open Reaction Database (ORD), a public repository of structured organic reaction records. describe an organic reaction: reactants, conditions, products, and yield Reactants: O=C([O-])[O-], C=CCBr, CC(C)=O, [K+], [K+], COc1cc(C=O)ccc1O. Product: C=CCOc1ccc(C=O)cc1OC. Reaction SMILES: [C:16](=[O:17])([O-:18])[O-:19].[CH2:12]([CH:13]=[CH2:14])[Br:15].[CH3:22][C:23](=[O:24])[CH3:25].[K+:20].[K+:21].[O:1]=[CH:2][c:3]1[cH:4][c:5]([O:6][CH3:7])[c:8]([OH:9])[cH:10][cH:11]1>>[O:1]=[CH:2][c:3]1[cH:4][c:5]([O:6][CH3:7])[c:8]([O:9][CH2:14][CH:13]=[CH2:12])[cH:10][cH:11]1. Starting materials: CC(=O)O[C@@H]1C[C@]2([C@@H](CC[C@@H]2O)C3=C1[C@@]4(C=5C(=COC5C3=O)C(=O)O[C@@H]4COC)C)C (17-hydroxywortmannin), C(C)(C)(C)NC (N-tert-butylmethylamine). Solvent: C(Cl)Cl (CH2Cl2). Reaction conditions: time 12 hour. Yields the product C(C)(C)(C)N(C)C=C1C(OC(C2(C=3C(CC4(C(CCC4C3C(C(=C12)O)=O)O)C)OC(C)=O)C)COC)=O (Acetic acid 4-[(tert-butyl-methyl-amino)-methylene]-6,17-dihydroxy-1-methoxymethyl-10,13 -dimethyl-3,7-dioxo-1,3,4,7,10,11,12,13,14,15,16,17-dodecahydro-2-oxa-cyclopenta[a]phenanthren-11-yl ester). Reaction SMILES: [CH3:1][C:2]([O:4][C@H:5]1[C:14]2[C@@:15]3([CH3:30])[C@@H:26]([CH2:27][O:28][CH3:29])[O:25][C:23](=[O:24])[C:17]4=[CH:18][O:19][C:20]([C:21](=[O:22])[C:13]=2[C@@H:8]2[CH2:9][CH2:10][C@H:11]([OH:12])[C@@:7]2([CH3:31])[CH2:6]1)=[C:16]34)=[O:3].[C:32]([NH:36][CH3:37])([CH3:35])([CH3:34])[CH3:33]>C(Cl)Cl>[C:32]([N:36]([CH:18]=[C:17]1[C:16]2[C:15]([CH3:30])([C:14]3[CH:5]([O:4][C:2](=[O:3])[CH3:1])[CH2:6][C:7]4([CH3:31])[CH:8]([C:13]=3[C:21](=[O:22])[C:20]=2[OH:19])[CH2:9][CH2:10][CH:11]4[OH:12])[CH:26]([CH2:27][O:28][CH3:29])[O:25][C:23]1=[O:24])[CH3:37])([CH3:35])([CH3:34])[CH3:33]. Reported procedure: To a solution of 100 mg (0.23 mmol) 17-hydroxywortmannin in 2 mL CH2Cl2 is added N-tert-butylmethylamine (55 μL, 0.46 mmol). The reaction mixture is stirred at room temperature for 12 hours and then concentrated in vacuo. The residue is dissolved in EtOAc and precipitated with hexane. The precipitate is washed two times with hexane to give the product as a yellow solid. MS (ESI) m/z 519 (M+H).